This data is from the Open Reaction Database (ORD), a public repository of structured organic reaction records. The task is: describe an organic reaction: reactants, conditions, products, and yield Reactants: CN(Cc1cc(C(F)(F)F)cc(C(F)(F)F)c1)C(=O)c1c(-c2ccc(F)cc2)c2cccnc2c(=O)n1C, CI, C1COCCO1. Yields the product CN(Cc1cc(C(F)(F)F)cc(C(F)(F)F)c1)C(=O)c1c(-c2ccc(F)cc2)c2ccc[n+](C)c2c(=O)n1C, [I-]. As a reaction SMILES: [F:1][C:2]([c:3]1[cH:4][c:5]([CH2:6][N:7]([C:8](=[O:9])[c:10]2[c:11](-[c:22]3[cH:23][cH:24][c:25]([F:28])[cH:26][cH:27]3)[c:12]3[c:13]([n:14][cH:15][cH:16][cH:17]3)[c:18](=[O:21])[n:19]2[CH3:20])[CH3:29])[cH:30][c:31]([C:33]([F:34])([F:35])[F:36])[cH:32]1)([F:37])[F:38].[I:39][CH3:40].[O:41]1[CH2:42][CH2:43][O:44][CH2:45][CH2:46]1>>[F:1][C:2]([c:3]1[cH:4][c:5]([CH2:6][N:7]([C:8](=[O:9])[c:10]2[c:11](-[c:22]3[cH:23][cH:24][c:25]([F:28])[cH:26][cH:27]3)[c:12]3[c:13]([n+:14]([CH3:40])[cH:15][cH:16][cH:17]3)[c:18](=[O:21])[n:19]2[CH3:20])[CH3:29])[cH:30][c:31]([C:33]([F:34])([F:35])[F:36])[cH:32]1)([F:37])[F:38].[I-:39]. Product: CC=1C(=NC=CC1SCCCSC=1C=CC=2N(N1)C(=CN2)[N+](=O)[O-])CO ({3-Methyl-4-[3-(3-nitroimidazo[1,2-b]pyridazin-6-ylsulfanyl)propylsulfanyl]pyridin-2-yl}methanol). The solvent is O1CCCC1 (tetrahydrofuran), O1CCCC1 (tetrahydrofuran), O1CCCC1 (tetrahydrofuran). Procedure: 10.9 g of sodium hydride (80% strength suspension) are suspended in 350 ml of tetrahydrofuran under a nitrogen atmosphere. A solution of 73 g (0.31 mol) of [4-(3-mercaptopropylsulfanyl)-3-methylpyridin-2-yl]methanol in tetrahydrofuran (350 ml) is then added dropwise with vigorous stirring at room temperature during the course of 2 h. The suspension is then stirred at room temperature for a further 2.5 h. A solution of 51.6 g (0.26 mol) of 6-chloro-3-nitroimidazo[1,2-b]pyridazine in tetrahydrofur... Run at time 2 hour. As a reaction SMILES: [H-].[Na+].[SH:3][CH2:4][CH2:5][CH2:6][S:7][C:8]1[CH:13]=[CH:12][N:11]=[C:10]([CH2:14][OH:15])[C:9]=1[CH3:16].Cl[C:18]1[CH:19]=[CH:20][C:21]2[N:22]([C:24]([N+:27]([O-:29])=[O:28])=[CH:25][N:26]=2)[N:23]=1.O>O1CCCC1>[CH3:16][C:9]1[C:10]([CH2:14][OH:15])=[N:11][CH:12]=[CH:13][C:8]=1[S:7][CH2:6][CH2:5][CH2:4][S:3][C:18]1[CH:19]=[CH:20][C:21]2[N:22]([C:24]([N+:27]([O-:29])=[O:28])=[CH:25][N:26]=2)[N:23]=1 |f:0.1|. The reactants are SCCCSC1=C(C(=NC=C1)CO)C ([4-(3-mercaptopropylsulfanyl)-3-methylpyridin-2-yl]methanol), ClC=1C=CC=2N(N1)C(=CN2)[N+](=O)[O-] (6-chloro-3-nitroimidazo[1,2-b]pyridazine), [H-].[Na+] (sodium hydride), O (water).